Dataset: the Open Reaction Database (ORD), a public repository of structured organic reaction records. Task: describe an organic reaction: reactants, conditions, products, and yield Starting materials: COc1cc(C(C)C)c2c(c1)S(=O)(=O)N(CBr)C2=O, Oc1cc(C(F)(F)F)nn1-c1ccc(Cl)nn1, [F-], [K+], CN(C)C=O. Yields the product COc1cc(C(C)C)c2c(c1)S(=O)(=O)N(COc1cc(C(F)(F)F)nn1-c1ccc(Cl)nn1)C2=O. RXN SMILES: [Br:20][CH2:21][N:22]1[S:23](=[O:37])(=[O:38])[c:24]2[c:25]([c:28]([CH:34]([CH3:35])[CH3:36])[cH:29][c:30]([O:32][CH3:33])[cH:31]2)[C:26]1=[O:27].[Cl:1][c:2]1[n:3][n:4][c:5](-[n:8]2[n:9][c:10]([C:14]([F:15])([F:16])[F:17])[cH:11][c:12]2[OH:13])[cH:6][cH:7]1.[F-:18].[K+:19].[O:39]=[CH:40][N:41]([CH3:42])[CH3:43]>>[Cl:1][c:2]1[n:3][n:4][c:5](-[n:8]2[n:9][c:10]([C:14]([F:15])([F:16])[F:17])[cH:11][c:12]2[O:13][CH2:21][N:22]2[S:23](=[O:37])(=[O:38])[c:24]3[c:25]([c:28]([CH:34]([CH3:35])[CH3:36])[cH:29][c:30]([O:32][CH3:33])[cH:31]3)[C:26]2=[O:27])[cH:6][cH:7]1. The reactants are C(C1=CC=CC=C1)OC(=O)N1[C@H]([C@@H](CC1)NC(C(F)(F)F)=O)C(C(C)C)C(=O)OCC (trans-2-(1-Ethoxycarbonyl-2-methyl-propyl)-3-(2,2,2-trifluoro-acetylamino)-pyrrolidine-1-carboxylic acid benzyl ester), C([O-])([O-])=O.[K+].[K+] (potassium carbonate), O (water). The solvent is C(C)O (ethanol). The product is C(C1=CC=CC=C1)OC(=O)N1[C@H]([C@@H](CC1)N)C(C(C)C)C(=O)OCC (trans-3-Amino-2-(1-ethoxycarbonyl-2-methyl-propyl)-pyrrolidine-1-carboxylic acid benzyl ester). Isolated yield 72.0%. Reaction SMILES: [CH2:1]([O:8][C:9]([N:11]1[CH2:15][CH2:14][C@@H:13]([NH:16]C(=O)C(F)(F)F)[C@@H:12]1[CH:23]([C:27]([O:29][CH2:30][CH3:31])=[O:28])[CH:24]([CH3:26])[CH3:25])=[O:10])[C:2]1[CH:7]=[CH:6][CH:5]=[CH:4][CH:3]=1.C(=O)([O-])[O-].[K+].[K+].O>C(O)C>[CH2:1]([O:8][C:9]([N:11]1[CH2:15][CH2:14][C@@H:13]([NH2:16])[C@@H:12]1[CH:23]([C:27]([O:29][CH2:30][CH3:31])=[O:28])[CH:24]([CH3:25])[CH3:26])=[O:10])[C:2]1[CH:3]=[CH:4][CH:5]=[CH:6][CH:7]=1 |f:1.2.3|. Procedure: Intermediate 6 (31 g), potassium carbonate (71 g), water (930 ml) and ethanol (930 ml) were warmed at 60° C. for 3 h. The ethanol was removed in vacuo and the aqueous residue extracted with ethyl acetate (3×300 ml). The combined extracts were washed with brine and dried (MgSO4) and concentrated in vacuo to give the title compound as a brown oil (17.5 g). Reactants: [BH4-], COC(=O)C=Cc1ccc(Cc2cccnc2)cc1, CCO, CCOC(C)=O, [Na+]. The product is OCc1ccc(Cc2cccnc2)cc1. As a reaction SMILES: [BH4-:23].[CH3:1][O:2][C:3](=[O:4])[CH:19]=[CH:5][c:6]1[cH:7][cH:8][c:9]([CH2:12][c:13]2[cH:14][n:15][cH:16][cH:17][cH:18]2)[cH:10][cH:11]1.[CH3:20][CH2:21][OH:22].[CH3:25][CH2:26][O:27][C:28](=[O:29])[CH3:30].[Na+:24]>>[CH2:5]([c:6]1[cH:7][cH:8][c:9]([CH2:12][c:13]2[cH:14][n:15][cH:16][cH:17][cH:18]2)[cH:10][cH:11]1)[OH:22]. Starting materials: NC1=CC(N(C(N1CC1CCCCC1)=O)CC1CCCCC1)=O (6-amino-1,3-bis(cyclohexylmethyl)uracil), NC1=C(C(N(C(N1CC1CCCCC1)=O)CC1CCCCC1)=O)N=O (6-amino 1,3-bis(cyclohexylmethyl)-5-nitrosouracil), C(=O)C1=C(C(=O)O)C=CC=C1 (2-formylbenzoic acid). The product is C1(CCCCC1)CN1C(=O)N(C(=O)C(=C1N)N)CC1CCCCC1 (1,3-Bis(cyclohexylmethyl)-5,6-diaminouracil), C1(CCCCC1)CN1C(N(C=2NC(=NC2C1=O)C1=C(C(=O)O)C=CC=C1)CC1CCCCC1)=O ((1,3-Bis(cyclohexylmethyl)-1,2,3,6-tetrahydro-2,6-dioxo-9H-purin-8-yl]benzoic acid), off-white solid. Isolated yield 46.0%. RXN SMILES: NC1N(CC2CCCCC2)C(=O)N(CC2CCCCC2)C(=O)C=1.[NH2:24][C:25]1[N:30]([CH2:31][CH:32]2[CH2:37][CH2:36][CH2:35][CH2:34][CH2:33]2)[C:29](=[O:38])[N:28]([CH2:39][CH:40]2[CH2:45][CH2:44][CH2:43][CH2:42][CH2:41]2)[C:27](=[O:46])[C:26]=1[N:47]=O.[CH:49]([C:51]1[CH:59]=[CH:58][CH:57]=[CH:56][C:52]=1[C:53]([OH:55])=[O:54])=O>>[CH:32]1([CH2:31][N:30]2[C:25]([NH2:24])=[C:26]([NH2:47])[C:27](=[O:46])[N:28]([CH2:39][CH:40]3[CH2:45][CH2:44][CH2:43][CH2:42][CH2:41]3)[C:29]2=[O:38])[CH2:33][CH2:34][CH2:35][CH2:36][CH2:37]1.[CH:40]1([CH2:39][N:28]2[C:27](=[O:46])[C:26]3[N:47]=[C:49]([C:51]4[CH:59]=[CH:58][CH:57]=[CH:56][C:52]=4[C:53]([OH:55])=[O:54])[NH:24][C:25]=3[N:30]([CH2:31][CH:32]3[CH2:37][CH2:36][CH2:35][CH2:34][CH2:33]3)[C:29]2=[O:38])[CH2:45][CH2:44][CH2:43][CH2:42][CH2:41]1. Reported procedure: 1,3-Bis(cyclohexylmethyl)-5,6-diaminouracil was prepared as in part (d) of Example 1 by reduction of 1, 6-amino 1,3-bis(cyclohexylmethyl)-5-nitrosouracil (2.00 g) and immediately condensed with 2-formylbenzoic acid (Aldrich, 1.424 g) by the method of J. Perumattam (Synthetic Commun. 1989, 19: 3367-3370) to give title compound as an off-white solid off-white solid (1.22 g, 46%), m.p. 271-274° C.; 1H-NMR (DMSO-d6) consistent with structure. Starting materials: CCOC(=O)CC(C)=O, C1CCNCC1, CC(=O)O, O=Cc1cccc([N+](=O)[O-])c1, c1ccccc1. The product is CCOC(=O)C(=Cc1cccc([N+](=O)[O-])c1)C(C)=O. RXN SMILES: [C:12]([CH2:13][C:14](=[O:15])[CH3:16])(=[O:17])[O:18][CH2:19][CH3:20].[CH2:21]1[CH2:22][CH2:23][NH:24][CH2:25][CH2:26]1.[CH3:27][C:28](=[O:29])[OH:30].[N+:1](=[O:2])([O-:3])[c:4]1[cH:5][c:6]([CH:7]=[O:8])[cH:9][cH:10][cH:11]1.[cH:31]1[cH:32][cH:33][cH:34][cH:35][cH:36]1>>[N+:1](=[O:2])([O-:3])[c:4]1[cH:5][c:6]([CH:7]=[C:13]([C:12](=[O:17])[O:18][CH2:19][CH3:20])[C:14](=[O:15])[CH3:16])[cH:9][cH:10][cH:11]1. Starting materials: CCO, CC(C)CS(=O)(=O)c1ccc2cc([N+](=O)[O-])c(N)cc2c1, [Na+], [Na+], O, O=S([O-])S(=O)[O-]. Product: CC(C)CS(=O)(=O)c1ccc2cc(N)c(N)cc2c1. As a reaction SMILES: [CH3:31][CH2:32][OH:33].[NH2:1][c:2]1[cH:3][c:4]2[cH:5][c:6]([S:15](=[O:16])(=[O:17])[CH2:18][CH:19]([CH3:20])[CH3:21])[cH:7][cH:8][c:9]2[cH:10][c:11]1[N+:12]([O-:13])=[O:14].[Na+:28].[Na+:29].[OH2:30].[S:22]([S:23]([O-:24])=[O:25])([O-:26])=[O:27]>>[NH2:1][c:2]1[cH:3][c:4]2[cH:5][c:6]([S:15](=[O:16])(=[O:17])[CH2:18][CH:19]([CH3:20])[CH3:21])[cH:7][cH:8][c:9]2[cH:10][c:11]1[NH2:12]. Yields the product COC1=CC(=C(C=C1)C1=C(C(=NC=C1)NC(CC)COC)[N+](=O)[O-])C ([4-(4-methoxy-2-methyl-phenyl)-3-nitro-pyridin-2-yl]-(1-methoxymethyl-propyl)-amine). Reaction SMILES: [CH3:1][O:2][C:3]1[CH:8]=[CH:7][C:6]([C:9]2[CH:14]=[CH:13][N:12]=[C:11](OS(C(F)(F)F)(=O)=O)[C:10]=2[N+:23]([O-:25])=[O:24])=[C:5]([CH3:26])[CH:4]=1.[CH3:27][O:28][CH2:29][CH:30]([NH2:33])[CH2:31][CH3:32]>>[CH3:1][O:2][C:3]1[CH:8]=[CH:7][C:6]([C:9]2[CH:14]=[CH:13][N:12]=[C:11]([NH:33][CH:30]([CH2:29][O:28][CH3:27])[CH2:31][CH3:32])[C:10]=2[N+:23]([O-:25])=[O:24])=[C:5]([CH3:26])[CH:4]=1. Procedure: Trifluoro-methanesulfonic acid 4-(4-methoxy-2-methyl-phenyl)-3-nitro-pyridin-2-yl-ester (0.78 g, 1.98 mmol), prepared substantially as described in Part C of Example 67a, and 1-methoxymethyl-propylamine (0.45 g, 4.36 mmol) were treated substantially as described in Part C of Example 67a to produce 27 mg (40%) of [4-(4-methoxy-2-methyl-phenyl)-3-nitro-pyridin-2-yl]-(1-methoxymethyl-propyl)-amine; MS (EI) m/z 346.33 [(M+H)+, 100]. The reactants are COC1=CC(=C(C=C1)C1=C(C(=NC=C1)OS(=O)(=O)C(F)(F)F)[N+](=O)[O-])C (Trifluoro-methanesulfonic acid 4-(4-methoxy-2-methyl-phenyl)-3-nitro-pyridin-2-yl-ester), COCC(CC)N (1-methoxymethyl-propylamine). The yield is 3.9%. The reactants are CCO, Cl, CCOC(=O)C(C)Cc1ccc(OCc2cccc(Oc3ccccc3)c2)c(F)c1, [Na+], [OH-]. The product is CC(Cc1ccc(OCc2cccc(Oc3ccccc3)c2)c(F)c1)C(=O)O. As a reaction SMILES: [CH3:34][CH2:35][OH:36].[ClH:33].[F:1][c:2]1[cH:3][c:4]([CH2:23][CH:24]([C:25](=[O:26])[O:27][CH2:28][CH3:29])[CH3:30])[cH:5][cH:6][c:7]1[O:8][CH2:9][c:10]1[cH:11][c:12]([O:16][c:17]2[cH:18][cH:19][cH:20][cH:21][cH:22]2)[cH:13][cH:14][cH:15]1.[Na+:32].[OH-:31]>>[F:1][c:2]1[cH:3][c:4]([CH2:23][CH:24]([C:25](=[O:26])[OH:27])[CH3:30])[cH:5][cH:6][c:7]1[O:8][CH2:9][c:10]1[cH:11][c:12]([O:16][c:17]2[cH:18][cH:19][cH:20][cH:21][cH:22]2)[cH:13][cH:14][cH:15]1. Starting materials: COC1=C(CNC2=NC=C(C=C2)F)C=CC(=C1)OC (N-(2,4-dimethoxybenzyl)-5-fluoropyridin-2-amine), FC1=CC=C(C=C1Br)S(=O)(=O)Cl (4-fluoro-5-bromobenzenesulfonyl chloride). The product is BrC=1C=C(C=CC1F)S(=O)(=O)N(C1=NC=C(C=C1)F)CC1=C(C=C(C=C1)OC)OC (3-bromo-N-(2,4-dimethoxybenzyl)-4-fluoro-N-(5-fluoropyridin-2-yl)benzenesulfonamide). As a reaction SMILES: [CH3:1][O:2][C:3]1[CH:17]=[C:16]([O:18][CH3:19])[CH:15]=[CH:14][C:4]=1[CH2:5][NH:6][C:7]1[CH:12]=[CH:11][C:10]([F:13])=[CH:9][N:8]=1.[F:20][C:21]1[C:26]([Br:27])=[CH:25][C:24]([S:28](Cl)(=[O:30])=[O:29])=[CH:23][CH:22]=1>>[Br:27][C:26]1[CH:25]=[C:24]([S:28]([N:6]([CH2:5][C:4]2[CH:14]=[CH:15][C:16]([O:18][CH3:19])=[CH:17][C:3]=2[O:2][CH3:1])[C:7]2[CH:12]=[CH:11][C:10]([F:13])=[CH:9][N:8]=2)(=[O:29])=[O:30])[CH:23]=[CH:22][C:21]=1[F:20]. Procedure: The title compound was prepared according to the method described for Preparation 11 using N-(2,4-dimethoxybenzyl)-5-fluoropyridin-2-amine (Preparation 20) and 4-fluoro-5-bromobenzenesulfonyl chloride at 40° C. The residue was purified by silica gel column chromatography eluting with 10% EtOAc in heptanes. Starting materials: F[B-](F)(F)F, COc1ccc2[nH]cc(CCN)c2c1, NC(=N[N+](=O)[O-])NCCCC(NC(=O)C(c1ccccc1)c1ccccc1)C(=O)O, CN(C)C(On1nnc2ccccc21)=[N+](C)C. Yields the product COc1ccc2[nH]cc(CCNC(=O)C(CCCNC(N)=N[N+](=O)[O-])NC(=O)C(c3ccccc3)c3ccccc3)c2c1. Reaction SMILES: [B-:45]([F:46])([F:47])([F:48])[F:49].[CH3:31][O:32][c:33]1[cH:34][cH:35][c:36]2[nH:37][cH:38][c:39]([CH2:40][CH2:41][NH2:42])[c:43]2[cH:44]1.[NH2:1][C:2]([NH:3][CH2:4][CH2:5][CH2:6][CH:7]([NH:8][C:9]([CH:10]([c:11]1[cH:12][cH:13][cH:14][cH:15][cH:16]1)[c:17]1[cH:18][cH:19][cH:20][cH:21][cH:22]1)=[O:23])[C:24](=[O:25])[OH:26])=[N:27][N+:28](=[O:29])[O-:30].[n:50]1([O:51][C:52]([N:53]([CH3:54])[CH3:55])=[N+:56]([CH3:57])[CH3:58])[c:59]2[cH:60][cH:61][cH:62][cH:63][c:64]2[n:65][n:66]1>>[NH2:1][C:2]([NH:3][CH2:4][CH2:5][CH2:6][CH:7]([NH:8][C:9]([CH:10]([c:11]1[cH:12][cH:13][cH:14][cH:15][cH:16]1)[c:17]1[cH:18][cH:19][cH:20][cH:21][cH:22]1)=[O:23])[C:24](=[O:26])[NH:42][CH2:41][CH2:40][c:39]1[cH:38][nH:37][c:36]2[cH:35][cH:34][c:33]([O:32][CH3:31])[cH:44][c:43]21)=[N:27][N+:28](=[O:29])[O-:30].